Task: describe an organic reaction: reactants, conditions, products, and yield. Dataset: the Open Reaction Database (ORD), a public repository of structured organic reaction records Starting materials: [Li]C(C)(C)C, CN(C)C=O, CC(C)S(=O)(=O)n1c(N)nc2ccc(I)cc21, [Li]c1ccccc1, C1CCOC1. Yields the product CC(C)S(=O)(=O)n1c(N)nc2ccc(C=O)cc21. RXN SMILES: [C:25]([Li:26])([CH3:27])([CH3:28])[CH3:29].[CH3:30][N:31]([CH:32]=[O:33])[CH3:34].[CH:8]([CH3:9])([CH3:10])[S:11](=[O:12])(=[O:13])[n:14]1[c:15]([NH2:24])[n:16][c:17]2[c:18]1[cH:19][c:20]([I:23])[cH:21][cH:22]2.[Li:1][c:2]1[cH:3][cH:4][cH:5][cH:6][cH:7]1.[O:35]1[CH2:36][CH2:37][CH2:38][CH2:39]1>>[CH:8]([CH3:9])([CH3:10])[S:11](=[O:12])(=[O:13])[n:14]1[c:15]([NH2:24])[n:16][c:17]2[c:18]1[cH:19][c:20]([CH:32]=[O:33])[cH:21][cH:22]2. Starting materials: C(C1=CC=CC=C1)(=O)OC(C(C)=O)C(C)=O (3-benzoyloxy-2,4-pentanedione), C(C)OC(N(C)C)OCC (N,N-dimethyl-formamide diethyl acetal). Product: C(C1=CC=CC=C1)(=O)OC(C(C=CN(C)C)=O)C(C)=O (4-benzoyloxy-1-dimethylamino-1-hexene-3,5-dione). As a reaction SMILES: [C:1]([O:9][CH:10]([C:14](=[O:16])[CH3:15])[C:11](=[O:13])[CH3:12])(=[O:8])[C:2]1[CH:7]=[CH:6][CH:5]=[CH:4][CH:3]=1.C(O[CH:20](OCC)[N:21]([CH3:23])[CH3:22])C>>[C:1]([O:9][CH:10]([C:14](=[O:16])[CH3:15])[C:11](=[O:13])[CH:12]=[CH:20][N:21]([CH3:23])[CH3:22])(=[O:8])[C:2]1[CH:7]=[CH:6][CH:5]=[CH:4][CH:3]=1. Procedure details: 3-benzoyloxy-2,4-pentanedione is reacted with N,N-dimethyl-formamide diethyl acetal to form 4-benzoyloxy-1-dimethylamino-1-hexene-3,5-dione, and, Starting materials: O=[N+]([O-])c1ccc(Br)cn1, C#C[Si](C)(C)C, CN1CCCC1=O, CCN(C(C)C)C(C)C, [Cu]I, O, c1ccc(P(c2ccccc2)(c2ccccc2)[Pd](P(c2ccccc2)(c2ccccc2)c2ccccc2)(P(c2ccccc2)(c2ccccc2)c2ccccc2)P(c2ccccc2)(c2ccccc2)c2ccccc2)cc1. The product is C[Si](C)(C)C#Cc1ccc([N+](=O)[O-])nc1. Reaction SMILES: [Br:8][c:9]1[cH:10][cH:11][c:12]([N+:15](=[O:16])[O-:17])[n:13][cH:14]1.[CH3:18][Si:19]([CH3:20])([CH3:21])[C:22]#[CH:23].[CH3:1][N:2]1[CH2:3][CH2:4][CH2:5][C:6]1=[O:7].[CH:24]([N:25]([CH2:26][CH3:27])[CH:28]([CH3:29])[CH3:30])([CH3:31])[CH3:32].[Cu:110][I:111].[OH2:112].[cH:33]1[cH:34][cH:35][c:36]([P:37]([Pd:38]([P:39]([c:40]2[cH:41][cH:42][cH:43][cH:44][cH:45]2)([c:46]2[cH:47][cH:48][cH:49][cH:50][cH:51]2)[c:52]2[cH:53][cH:54][cH:55][cH:56][cH:57]2)([P:58]([c:59]2[cH:60][cH:61][cH:62][cH:63][cH:64]2)([c:65]2[cH:66][cH:67][cH:68][cH:69][cH:70]2)[c:71]2[cH:72][cH:73][cH:74][cH:75][cH:76]2)[P:77]([c:78]2[cH:79][cH:80][cH:81][cH:82][cH:83]2)([c:84]2[cH:85][cH:86][cH:87][cH:88][cH:89]2)[c:90]2[cH:91][cH:92][cH:93][cH:94][cH:95]2)([c:96]2[cH:97][cH:98][cH:99][cH:100][cH:101]2)[c:102]2[cH:103][cH:104][cH:105][cH:106][cH:107]2)[cH:108][cH:109]1>>[c:9]1([C:23]#[C:22][Si:19]([CH3:18])([CH3:20])[CH3:21])[cH:10][cH:11][c:12]([N+:15](=[O:16])[O-:17])[n:13][cH:14]1. The reactants are BrC=1C(=NC=CC1)CC1(C(N(C2=CC=C(C=C12)C)CCC(C)C)=O)O (3-((3-bromopyridin-2-yl)methyl)-3-hydroxy-1-isopentyl-5-methylindolin-2-one), ClC=1C=C2C(C(N(C2=CC1)CC)=O)=O (5-chloro-1-ethylindoline-2,3-dione), CC1=NC=CC=C1 (2-methylpyridine). Yields the product ClC=1C=C2C(C(N(C2=CC1)CC)=O)(CC1=NC=CC=C1)O (5-chloro-1-ethyl-3-hydroxy-3-(pyridin-2-ylmethyl)indolin-2-one). As a reaction SMILES: Br[C:2]1[C:3]([CH2:8][C:9]2([OH:25])[C:17]3[C:12](=[CH:13][CH:14]=[C:15](C)[CH:16]=3)[N:11]([CH2:19][CH2:20]C(C)C)[C:10]2=[O:24])=[N:4][CH:5]=[CH:6][CH:7]=1.[Cl:26]C1C=C2C(=CC=1)N(CC)C(=O)C2=O.CC1C=CC=CN=1>>[Cl:26][C:15]1[CH:16]=[C:17]2[C:12](=[CH:13][CH:14]=1)[N:11]([CH2:19][CH3:20])[C:10](=[O:24])[C:9]2([OH:25])[CH2:8][C:3]1[CH:2]=[CH:7][CH:6]=[CH:5][N:4]=1. Reported procedure: This compound was prepared in an analogous manner to 3-((3-bromopyridin-2-yl)methyl)-3-hydroxy-1-isopentyl-5-methylindolin-2-one using 5-chloro-1-ethylindoline-2,3-dione and 2-methylpyridine (purchased from Fisher Scientific). 1H-NMR δ 8.60 (d, 1H), 7.65 (dd, 1H), 7.27 (m, 3H), 7.09 (d, 1H), 6.75 (m, 2H), 3.72 (m, 2H), 3.35 (d, 1H), 3.09 (d, 1H), 1.21 (t, 3H). Reactants: ClC=1C=CC(=C(C1)C1=CC(N(C=C1OC)C(C(=O)OC(C)(C)C)C[C@@H]1OCCC1)=O)C#N (tert-butyl 2-[4-(5-chloro-2-cyanophenyl)-5-methoxy-2-oxopyridin-1(2H)-yl]-3-[(2R)-tetrahydrofuran-2-yl]propanoate), C(=O)(C(F)(F)F)O (TFA). The product is ClC=1C=CC(=C(C1)C1=CC(N(C=C1OC)C(C(=O)O)C[C@@H]1OCCC1)=O)C#N (2-[4-(5-Chloro-2-cyanophenyl)-5-methoxy-2-oxopyridin-1(2H)-yl]-3-[(2R)-tetrahydrofuran-2-yl]propanoic acid). RXN SMILES: [Cl:1][C:2]1[CH:3]=[CH:4][C:5]([C:31]#[N:32])=[C:6]([C:8]2[C:13]([O:14][CH3:15])=[CH:12][N:11]([CH:16]([CH2:24][C@H:25]3[CH2:29][CH2:28][CH2:27][O:26]3)[C:17]([O:19]C(C)(C)C)=[O:18])[C:10](=[O:30])[CH:9]=2)[CH:7]=1.C(O)(C(F)(F)F)=O>>[Cl:1][C:2]1[CH:3]=[CH:4][C:5]([C:31]#[N:32])=[C:6]([C:8]2[C:13]([O:14][CH3:15])=[CH:12][N:11]([CH:16]([CH2:24][C@H:25]3[CH2:29][CH2:28][CH2:27][O:26]3)[C:17]([OH:19])=[O:18])[C:10](=[O:30])[CH:9]=2)[CH:7]=1. Reported procedure: 625 mg (purity 76%, 1.0 mmol) of tert-butyl 2-[4-(5-chloro-2-cyanophenyl)-5-methoxy-2-oxopyridin-1(2H)-yl]-3-[(2R)-tetrahydrofuran-2-yl]propanoate (mixture of enantiomerically pure diastereomers 1 and 2) were hydrolysed with TFA according to General Method 6A. Yield: 585 mg (purity 73%, quant.)